From a dataset of the Open Reaction Database (ORD), a public repository of structured organic reaction records. describe an organic reaction: reactants, conditions, products, and yield Reactants: O=[N+]([O-])c1ccc(-n2cncn2)cc1F, [H][H], C1CCOC1. Yields the product Nc1ccc(-n2cncn2)cc1F. RXN SMILES: [F:3][c:4]1[cH:5][c:6](-[n:13]2[n:14][cH:15][n:16][cH:17]2)[cH:7][cH:8][c:9]1[N+:10]([O-:11])=[O:12].[H:1][H:2].[O:18]1[CH2:19][CH2:20][CH2:21][CH2:22]1>>[F:3][c:4]1[cH:5][c:6](-[n:13]2[n:14][cH:15][n:16][cH:17]2)[cH:7][cH:8][c:9]1[NH2:10]. Starting materials: CCOC=O, NCCN1CCN(c2ccc(C(F)(F)F)cc2)CC1. The product is O=CNCCN1CCN(c2ccc(C(F)(F)F)cc2)CC1. Reaction SMILES: [CH:20](=[O:21])[O:22][CH2:23][CH3:24].[F:1][C:2]([c:3]1[cH:4][cH:5][c:6]([N:9]2[CH2:10][CH2:11][N:12]([CH2:15][CH2:16][NH2:17])[CH2:13][CH2:14]2)[cH:7][cH:8]1)([F:18])[F:19]>>[F:1][C:2]([c:3]1[cH:4][cH:5][c:6]([N:9]2[CH2:10][CH2:11][N:12]([CH2:15][CH2:16][NH:17][CH:20]=[O:21])[CH2:13][CH2:14]2)[cH:7][cH:8]1)([F:18])[F:19]. Starting materials: O=C(CC1=CC=C(OCC2=C(C(=O)OC)C=CC=C2)C=C1)NCC1=CC=C(C=C1)C(F)(F)F (Methyl 2-{[4-(2-oxo-2-{[4-(trifluoromethyl)benzyl]amino}ethyl)phenoxy]methyl}-benzoate), [OH-].[Li+] (Lithium hydroxide). Run in C1CCOC1 (THF), O (water). Reaction conditions: time 8 hour. The product is O=C(CC1=CC=C(OCC2=C(C(=O)O)C=CC=C2)C=C1)NCC1=CC=C(C=C1)C(F)(F)F (2-{[4-(2-Oxo-2-{[4-(trifluoromethyl)benzyl]amino}ethyl)phenoxy]methyl}benzoic acid). Yield: 56.7%. RXN SMILES: [O:1]=[C:2]([NH:22][CH2:23][C:24]1[CH:29]=[CH:28][C:27]([C:30]([F:33])([F:32])[F:31])=[CH:26][CH:25]=1)[CH2:3][C:4]1[CH:21]=[CH:20][C:7]([O:8][CH2:9][C:10]2[CH:19]=[CH:18][CH:17]=[CH:16][C:11]=2[C:12]([O:14]C)=[O:13])=[CH:6][CH:5]=1.[OH-].[Li+]>C1COCC1.O>[O:1]=[C:2]([NH:22][CH2:23][C:24]1[CH:25]=[CH:26][C:27]([C:30]([F:31])([F:32])[F:33])=[CH:28][CH:29]=1)[CH2:3][C:4]1[CH:5]=[CH:6][C:7]([O:8][CH2:9][C:10]2[CH:19]=[CH:18][CH:17]=[CH:16][C:11]=2[C:12]([OH:14])=[O:13])=[CH:20][CH:21]=1 |f:1.2|. Procedure: Methyl 2-{[4-(2-oxo-2-{[4-(trifluoromethyl)benzyl]amino}ethyl)phenoxy]methyl}-benzoate (71 mg, 0.155 mmol) in THF (1.5 ml) was cooled in an ice-bath. Lithium hydroxide (7.5 mg, 0.310 mmol) in water (1.5 ml) was dropped in. The cooling-bath was then removed and the mixture was stirred overnight. HPLC showed that the reaction was not complete. More lithium hydroxide (0.2M, 0.5 ml) was added. The reaction mixture was stirred for 4 days more. It was then evaporated in vacuum to remove THF. The resid... Starting materials: Brc1ccc(OCCN2CCCCC2)cc1, COc1ccc(-c2ccc3c(c2)CCC3O[Si](C)(C)C(C)(C)C)c(N)c1, COc1ccc(-c2ccc3c(c2)CCC3O[Si](C)(C)C(C)(C)C)c(Nc2ccc(OCCN3CCCCC3)cc2)c1. Product: COc1ccc(-c2ccc3c(c2)CCC3O)c(Nc2ccc(OCCN3CCCCC3)cc2)c1. RXN SMILES: [Br:27][c:28]1[cH:29][cH:30][c:31]([O:32][CH2:33][CH2:34][N:35]2[CH2:36][CH2:37][CH2:38][CH2:39][CH2:40]2)[cH:41][cH:42]1.[C:1]([Si:2]([CH3:3])([CH3:4])[O:5][CH:6]1[c:7]2[c:8]([cH:9][c:10](-[c:11]3[cH:12][cH:13][c:14]([O:15][CH3:16])[cH:17][c:18]3[NH2:19])[cH:20][cH:21]2)[CH2:22][CH2:23]1)([CH3:24])([CH3:25])[CH3:26].[C:43]([Si:44]([CH3:45])([CH3:46])[O:48][CH:49]1[CH2:50][CH2:51][c:52]2[cH:53][c:54](-[c:58]3[c:59]([NH:66][c:67]4[cH:68][cH:69][c:70]([O:73][CH2:74][CH2:75][N:76]5[CH2:77][CH2:78][CH2:79][CH2:80][CH2:81]5)[cH:71][cH:72]4)[cH:60][c:61]([O:64][CH3:65])[cH:62][cH:63]3)[cH:55][cH:56][c:57]21)([CH3:47])([CH3:82])[CH3:83]>>[OH:48][CH:49]1[CH2:50][CH2:51][c:52]2[cH:53][c:54](-[c:58]3[c:59]([NH:66][c:67]4[cH:68][cH:69][c:70]([O:73][CH2:74][CH2:75][N:76]5[CH2:77][CH2:78][CH2:79][CH2:80][CH2:81]5)[cH:71][cH:72]4)[cH:60][c:61]([O:64][CH3:65])[cH:62][cH:63]3)[cH:55][cH:56][c:57]21. The reactants are C(C)(C)(C)C1=C(C=C(C=C1)CCC(CC1CCCCC1)O)NC(CC1C2=CC=CC=C2OC=2C=CC=CC12)=O (N-[2-t-Butyl-5-(4-cyclohexyl-3-hydroxybutyl)phenyl]-2-(9H-xanthen-9-yl)acetamide), OCC(=O)OCC1=CC=CC=C1 (benzyl α-hydroxyacetate), ClC(=O)OC(Cl)(Cl)Cl (trichloromethyl chloroformate), N1=CC=CC=C1 (pyridine). Reagents/catalysts: CN(C)C1=CC=NC=C1 (4-(N,N-dimethylamino)pyridine). The solvent is O1CCCC1 (tetrahydrofuran), C(Cl)Cl (methylene chloride), C(Cl)Cl (methylene chloride), O1CCCC1 (tetrahydrofuran), O1CCCC1 (tetrahydrofuran), C(Cl)Cl (methylene chloride). Run at time 1 hour. Product: C(C)(C)(C)C1=C(C=C(C=C1)CCC(CC1CCCCC1)OC(=O)OCC(=O)OCC1=CC=CC=C1)NC(CC1C2=CC=CC=C2OC=2C=CC=CC12)=O (N-{2-t-Butyl-5-[3-(benzyloxycarbonylmethoxycarbonyloxy)-4-cyclohexylbutyl]phenyl}-2-(9H-xanthen-9-yl)acetamide). Isolated yield 158.1%. RXN SMILES: Cl[C:2]([O:4][C:5](Cl)(Cl)Cl)=[O:3].N1C=CC=CC=1.[C:15]([C:19]1[CH:24]=[CH:23][C:22]([CH2:25][CH2:26][CH:27]([OH:35])[CH2:28][CH:29]2[CH2:34][CH2:33][CH2:32][CH2:31][CH2:30]2)=[CH:21][C:20]=1[NH:36][C:37](=[O:53])[CH2:38][CH:39]1[C:52]2[CH:51]=[CH:50][CH:49]=[CH:48][C:47]=2[O:46][C:45]2[C:40]1=[CH:41][CH:42]=[CH:43][CH:44]=2)([CH3:18])([CH3:17])[CH3:16].OC[C:56]([O:58][CH2:59][C:60]1[CH:65]=[CH:64][CH:63]=[CH:62][CH:61]=1)=[O:57]>O1CCCC1.C(Cl)Cl.CN(C1C=CN=CC=1)C>[C:15]([C:19]1[CH:24]=[CH:23][C:22]([CH2:25][CH2:26][CH:27]([O:35][C:2]([O:4][CH2:5][C:56]([O:58][CH2:59][C:60]2[CH:65]=[CH:64][CH:63]=[CH:62][CH:61]=2)=[O:57])=[O:3])[CH2:28][CH:29]2[CH2:30][CH2:31][CH2:32][CH2:33][CH2:34]2)=[CH:21][C:20]=1[NH:36][C:37](=[O:53])[CH2:38][CH:39]1[C:40]2[CH:41]=[CH:42][CH:43]=[CH:44][C:45]=2[O:46][C:47]2[C:52]1=[CH:51][CH:50]=[CH:49][CH:48]=2)([CH3:18])([CH3:16])[CH3:17]. Reported procedure: A solution of 55 μl (0.46 mmol) of trichloromethyl chloroformate in 1 ml of tetrahydrofuran was added dropwise to a solution of 74 μl (0.91 mmol) of pyridine in 1 ml of tetrahydrofuran, whilst ice-cooling, and then the temperature of the resulting mixture was allowed to rise gradually to room temperature. The mixture was stirred for 1 hour at room temperature, after which it was again cooled, and a solution of 400 mg (0.76 mmol) of N-[2-t-butyl-5-(4-cyclohexyl-3-hydroxybutyl)phenyl]-2-(9H-xanthe... Reactants: C(C)(C)(C)OC(=O)NCC(=O)NC1C(N(C2=C(CC1)C=CC=C2)CC2=CC=C(C=C2)C2=C(C=CC=C2)C2=NN=NN2)=O (2-t-Butoxycarbonylamino-N-[2,3,4,5-tetrahydro-2-oxo-1-[[2'-(1H-tetrazol-5-yl)[1,1'-biphenyl]-4-yl]methyl]-1H-1-benzazepin-3-yl]acetamide), Cl (hydrochloric acid). The solvent is CO (methanol). Conditions: time 16 hour. The product is Cl.NCC(=O)NC1C(N(C2=C(CC1)C=CC=C2)CC2=CC=C(C=C2)C2=C(C=CC=C2)C2=NN=NN2)=O (2-Amino-N-[2,3,4,5-tetrahydro-2-oxo-1-[[2'-(1H-tetrazol-5-yl)[1,1'-biphenyl]-4-yl]methyl]-1H-1-benzazepin-3-yl]-acetamide, hydrochloride). Yield: 88.0%. RXN SMILES: C(OC([NH:8][CH2:9][C:10]([NH:12][CH:13]1[CH2:19][CH2:18][C:17]2[CH:20]=[CH:21][CH:22]=[CH:23][C:16]=2[N:15]([CH2:24][C:25]2[CH:30]=[CH:29][C:28]([C:31]3[CH:36]=[CH:35][CH:34]=[CH:33][C:32]=3[C:37]3[NH:41][N:40]=[N:39][N:38]=3)=[CH:27][CH:26]=2)[C:14]1=[O:42])=[O:11])=O)(C)(C)C.[ClH:43]>CO>[ClH:43].[NH2:8][CH2:9][C:10]([NH:12][CH:13]1[CH2:19][CH2:18][C:17]2[CH:20]=[CH:21][CH:22]=[CH:23][C:16]=2[N:15]([CH2:24][C:25]2[CH:30]=[CH:29][C:28]([C:31]3[CH:36]=[CH:35][CH:34]=[CH:33][C:32]=3[C:37]3[NH:41][N:40]=[N:39][N:38]=3)=[CH:27][CH:26]=2)[C:14]1=[O:42])=[O:11] |f:3.4|. Reported procedure: The intermediate obtained in Step C (109 mg, 0.196 mmol) was dissolved in 2 mL of methanol and treated with 0.1 mL of concentrated hydrochloric acid. The reaction mixture was stirred at room temperature for 16 hours then solvents were removed under vacuum and the residue redissolved in water and washed with ethyl acetate. The aqueous layer was separated and the solvent removed under vacuum to yield 87 mg (0.17 mmol, 88%) of the title compound. 1H NMR (200 MHz, CD3OD): 2.10 (m, 1 H), 2.48 (m, 3 H... Starting materials: BrCC1=CC(=C(C#N)C=C1)OCC(F)(F)F (4-Bromomethyl-2-(2,2,2-trifluoro-ethoxy)-benzonitrile), ClC=1C=CC(N(C1)C1=NC=C(C=C1)CC=1N=CN(C1)C(C1=CC=CC=C1)(C1=CC=CC=C1)C1=CC=CC=C1)=O (5-chloro-5'-(1-trityl-1H-imidazol-4-ylmethyl)-[1,2']bipyridinyl-2-one). Run in CC#N (CH3CN). Reaction conditions: temperature 60 celsius. Yields the product ClC=1C=CC(N(C1)C1=NC=C(C=C1)CC1=CN=CN1CC1=CC(=C(C#N)C=C1)OCC(F)(F)F)=O (4-[5-(5-Chloro-2-oxo-2H-[1,2']bipyridinyl-5'-ylmethyl)-imidazol-1-ylmethyl]-2-(2,2,2-trifluoro-ethoxy)-benzonitrile). RXN SMILES: Br[CH2:2][C:3]1[CH:10]=[CH:9][C:6]([C:7]#[N:8])=[C:5]([O:11][CH2:12][C:13]([F:16])([F:15])[F:14])[CH:4]=1.[Cl:17][C:18]1[CH:19]=[CH:20][C:21](=[O:55])[N:22]([C:24]2[CH:29]=[CH:28][C:27]([CH2:30][C:31]3[N:32]=[CH:33][N:34](C(C4C=CC=CC=4)(C4C=CC=CC=4)C4C=CC=CC=4)[CH:35]=3)=[CH:26][N:25]=2)[CH:23]=1>CC#N>[Cl:17][C:18]1[CH:19]=[CH:20][C:21](=[O:55])[N:22]([C:24]2[CH:29]=[CH:28][C:27]([CH2:30][C:31]3[N:32]([CH2:2][C:3]4[CH:10]=[CH:9][C:6]([C:7]#[N:8])=[C:5]([O:11][CH2:12][C:13]([F:16])([F:15])[F:14])[CH:4]=4)[CH:33]=[N:34][CH:35]=3)=[CH:26][N:25]=2)[CH:23]=1. Procedure details: 4-Bromomethyl-2-(2,2,2-trifluoro-ethoxy)-benzonitrile from Step 3 (200 mg, 0.68 mmol) and 5-chloro-5'-(1-trityl-1H-imidazol-4-ylmethyl)-[1,2']bipyridinyl-2-one from Example 23, Step 5 (360 mg, 0.68 mmol) were dissolved in CH3CN (3.5 ml) and heated to 60° C. for 4 hours. The solvent was removed in vacuo and redissolved in MeOH (3.5 ml). The reaction mixture was heated to 60° C. for 3 more hours. The solvent was removed in vacuo and the crude residue purified by flash chromatography [4% MeOH(5% NH... The reactants are C(C1=CC=CC=C1)N1CCC(=CC1)C1=CC(=C(C=C1)Cl)C(F)(F)F (1-Benzyl-4-(4-chloro-3-trifluoromethyl-phenyl)-1,2,3,6-tetrahydro-pyridine), Cl (hydrochloric acid). Reagents/catalysts: [Pd] (Pd/C). The solvent is CO (methanol). Yields the product C(C1=CC=CC=C1)N1CCC(CC1)C1=CC(=C(C=C1)Cl)C(F)(F)F (1-Benzyl-4-(4-chloro-3-trifluoromethyl-phenyl)-piperidine). Isolated yield 82.3%. RXN SMILES: [CH2:1]([N:8]1[CH2:13][CH:12]=[C:11]([C:14]2[CH:19]=[CH:18][C:17]([Cl:20])=[C:16]([C:21]([F:24])([F:23])[F:22])[CH:15]=2)[CH2:10][CH2:9]1)[C:2]1[CH:7]=[CH:6][CH:5]=[CH:4][CH:3]=1.Cl>CO.[Pd]>[CH2:1]([N:8]1[CH2:9][CH2:10][CH:11]([C:14]2[CH:19]=[CH:18][C:17]([Cl:20])=[C:16]([C:21]([F:24])([F:22])[F:23])[CH:15]=2)[CH2:12][CH2:13]1)[C:2]1[CH:7]=[CH:6][CH:5]=[CH:4][CH:3]=1. Procedure details: 1-Benzyl-4-(4-chloro-3-trifluoromethyl-phenyl)-1,2,3,6-tetrahydro-pyridine (1.45 g) was dissolved in methanol (40 ml). Concentrated hydrochloric acid (0.2 ml) and 50 mg Pd/C, were added. The resulting mixture was hydrogenated under a hydrogen gas pressure (40 psi) for 1 h and then filtered through a pad of celite. The solvent was evaporated in vacuum and the residue was purified by flash chromatography (SiO2, CH2Cl2:MeOH, 9:1 (v/v)) to give the pure title compound (1.2 g). MS m/z (relative inten... Reactants: NC1=C(C=C(C=C1)C(=O)N1CCN(CC1)CC1=CC=C(C=C1)C(C(F)(F)F)(C(F)(F)F)O)F ((4-Amino-3-fluorophenyl)(4-(4-(1,1,1,3,3,3-hexafluoro-2-hydroxypropan-2-yl)benzyl)piperazin-1-yl)methanone), C(OC1=CC=C(C=C1)[N+](=O)[O-])(=O)Cl (4-nitrophenyl carbono-chloridate), C(C)(C)(C)C1=CC(=NO1)N (5-tert-Butylisoxazol-3-amine). Run in O1CCCC1 (tetrahydrofuran). Conditions: temperature 120 celsius. The product is C(C)(C)(C)C1=CC(=NO1)NC(=O)NC1=C(C=C(C=C1)C(=O)N1CCN(CC1)CC1=CC=C(C=C1)C(C(F)(F)F)(C(F)(F)F)O)F (1-(5-tert-Butylisoxazol-3-yl)-3-(2-fluoro-4-(4-(4-(1,1,1,3,3,3-hexafluoro-2-hydroxypropan-2-yl)benzyl)piperazine-1-carbonyl)phenyl)urea). Isolated yield 5.2%. As a reaction SMILES: [NH2:1][C:2]1[CH:7]=[CH:6][C:5]([C:8]([N:10]2[CH2:15][CH2:14][N:13]([CH2:16][C:17]3[CH:22]=[CH:21][C:20]([C:23]([OH:32])([C:28]([F:31])([F:30])[F:29])[C:24]([F:27])([F:26])[F:25])=[CH:19][CH:18]=3)[CH2:12][CH2:11]2)=[O:9])=[CH:4][C:3]=1[F:33].[C:34](Cl)(=O)[O:35]C1C=CC([N+]([O-])=O)=CC=1.[C:47]([C:51]1[O:55][N:54]=[C:53]([NH2:56])[CH:52]=1)([CH3:50])([CH3:49])[CH3:48]>O1CCCC1>[C:47]([C:51]1[O:55][N:54]=[C:53]([NH:56][C:34]([NH:1][C:2]2[CH:7]=[CH:6][C:5]([C:8]([N:10]3[CH2:11][CH2:12][N:13]([CH2:16][C:17]4[CH:22]=[CH:21][C:20]([C:23]([OH:32])([C:24]([F:25])([F:26])[F:27])[C:28]([F:30])([F:31])[F:29])=[CH:19][CH:18]=4)[CH2:14][CH2:15]3)=[O:9])=[CH:4][C:3]=2[F:33])=[O:35])[CH:52]=1)([CH3:50])([CH3:49])[CH3:48]. Reported procedure: (4-Amino-3-fluorophenyl)(4-(4-(1,1,1,3,3,3-hexafluoro-2-hydroxypropan-2-yl)benzyl)piperazin-1-yl)methanone (0.417 mmol, 0.2 g) and 4-nitrophenyl carbono-chloridate (0.417 mmol, 0.084 g) were combined and stirred in tetrahydrofuran (2 mL) at room temperature for 1 hour. 5-tert-Butylisoxazol-3-amine (1.252 mmol, 0.175 g) was added and the reaction heated in the microwave to 120° C. for 10 minutes. The solvent was removed at reduced pressure and the resulting residue purified by silica column chrom... The reactants are COC(=O)C1CN(Cc2ccccc2)CCCN1S(=O)(=O)c1ccc(OC)cc1, CCO, [H][H], [OH-], [OH-], [Pd+2]. Product: COC(=O)C1CNCCCN1S(=O)(=O)c1ccc(OC)cc1. RXN SMILES: [CH3:1][O:2][C:3](=[O:4])[CH:5]1[N:6]([S:19](=[O:20])(=[O:21])[c:22]2[cH:23][cH:24][c:25]([O:28][CH3:29])[cH:26][cH:27]2)[CH2:7][CH2:8][CH2:9][N:10]([CH2:12][c:13]2[cH:14][cH:15][cH:16][cH:17][cH:18]2)[CH2:11]1.[CH3:32][CH2:33][OH:34].[H:30][H:31].[OH-:35].[OH-:37].[Pd+2:36]>>[CH3:1][O:2][C:3](=[O:4])[CH:5]1[N:6]([S:19](=[O:20])(=[O:21])[c:22]2[cH:23][cH:24][c:25]([O:28][CH3:29])[cH:26][cH:27]2)[CH2:7][CH2:8][CH2:9][NH:10][CH2:11]1.